Dataset: the Open Reaction Database (ORD), a public repository of structured organic reaction records. Task: describe an organic reaction: reactants, conditions, products, and yield Starting materials: COc1ccc2c(c1)OC(COS(=O)(=O)c1ccc(C)cc1)C2, Cc1ccc(CC2(O)CCNCC2)cc1, CN(C)C=O. Product: COc1ccc2c(c1)OC(CN1CCC(O)(Cc3ccc(C)cc3)CC1)C2. Reaction SMILES: [CH3:1][O:2][c:3]1[cH:4][c:5]2[c:6]([cH:22][cH:23]1)[CH2:7][CH:8]([CH2:10][O:11][S:12]([c:13]1[cH:14][cH:15][c:16]([CH3:17])[cH:18][cH:19]1)(=[O:20])=[O:21])[O:9]2.[CH3:24][c:25]1[cH:26][cH:27][c:28]([CH2:29][C:30]2([OH:36])[CH2:31][CH2:32][NH:33][CH2:34][CH2:35]2)[cH:37][cH:38]1.[O:39]=[CH:40][N:41]([CH3:42])[CH3:43]>>[CH3:1][O:2][c:3]1[cH:4][c:5]2[c:6]([cH:22][cH:23]1)[CH2:7][CH:8]([CH2:10][N:33]1[CH2:32][CH2:31][C:30]([CH2:29][c:28]3[cH:27][cH:26][c:25]([CH3:24])[cH:38][cH:37]3)([OH:36])[CH2:35][CH2:34]1)[O:9]2. Reactants: [Cl-].[Al+3].[Cl-].[Cl-] (aluminum chloride), C1(=CC=CC=C1)C(C1=CC=CC=C1)OC(=S)C1=C(CS[C@H]2N1C([C@H]2NC(\C(=N/OC(C2=CC=CC=C2)(C2=CC=CC=C2)C2=CC=CC=C2)\C=2N=C(SC2)NC(=O)OC(C)(C)C)=O)=O)CSC2=NN(C=N2)C(C2=CC=CC=C2)(C2=CC=CC=C2)C2=CC=CC=C2 (7β-[(Z)-2-(2-t-butoxycarbonylaminothiazol-4-yl)-2-trityloxyiminoacetamido]-3-(1-trityl-1,2,4-triazol-3-yl)thiomethylthio-3-cephem-4-carboxylic acid diphenylmethyl ester). Run in C1(=CC=CC=C1)OC (anisole), C1(=CC=CC=C1)OC (anisole), [N+](=O)([O-])C (nitromethane), Cl (hydrochloric acid), O (water). Reaction conditions: time 1 hour. Product: NC=1SC=C(N1)/C(/C(=O)N[C@H]1[C@@H]2N(C(=C(CS2)CSC2=NNC=N2)C(=S)O)C1=O)=N/O (7β-[(Z)-2-(2-aminothiazol-4-yl)-2-hydroxyiminoacetamido]-3-(1,2,4-triazol-3-yl)thiomethylthio-3-cephem-4-carboxylic acid). Yield: 55.9%. RXN SMILES: C1(C([O:14][C:15]([C:17]2[N:22]3[C:23](=[O:63])[C@@H:24]([NH:25][C:26](=[O:62])/[C:27](/[C:49]4[N:50]=[C:51]([NH:54]C(OC(C)(C)C)=O)[S:52][CH:53]=4)=[N:28]\[O:29]C(C4C=CC=CC=4)(C4C=CC=CC=4)C4C=CC=CC=4)[C@H:21]3[S:20][CH2:19][C:18]=2[CH2:64][S:65][C:66]2[N:70]=[CH:69][N:68](C(C3C=CC=CC=3)(C3C=CC=CC=3)C3C=CC=CC=3)[N:67]=2)=[S:16])C2C=CC=CC=2)C=CC=CC=1.[Cl-].[Al+3].[Cl-].[Cl-]>C1(OC)C=CC=CC=1.[N+](C)([O-])=O.Cl.O>[NH2:54][C:51]1[S:52][CH:53]=[C:49](/[C:27](=[N:28]/[OH:29])/[C:26]([NH:25][C@@H:24]2[C:23](=[O:63])[N:22]3[C:17]([C:15]([OH:14])=[S:16])=[C:18]([CH2:64][S:65][C:66]4[N:70]=[CH:69][NH:68][N:67]=4)[CH2:19][S:20][C@H:21]23)=[O:62])[N:50]=1 |f:1.2.3.4|. Procedure: To a solution of 7β-[(Z)-2-(2-t-butoxycarbonylaminothiazol-4-yl)-2-trityloxyiminoacetamido]-3-(1-trityl-1,2,4-triazol-3-yl)thiomethylthio-3-cephem-4-carboxylic acid diphenylmethyl ester (1.89 g: 1.50 mMol.) in a mixture of anisole (7 ml) and nitromethane (28 ml) is added dropwise a solution of aluminum chloride (1.99 g: 15 mMol.) in anisole (7 ml) at -30°--40° C., and the mixture is stirred at the same temperature for 1 hour. The reaction mixture is diluted with 1N-hydrochloric acid (15 ml) and ...